Dataset: the Open Reaction Database (ORD), a public repository of structured organic reaction records. Task: describe an organic reaction: reactants, conditions, products, and yield Starting materials: COc1ccc(S(=O)(=O)Cl)cc1, CC1CCNCC1N(C)c1ncnc2[nH]ccc12, ClCCl, c1ccncc1. Product: COc1ccc(S(=O)(=O)N2CCC(C)C(N(C)c3ncnc4[nH]ccc34)C2)cc1. As a reaction SMILES: [CH3:25][O:26][c:27]1[cH:28][cH:29][c:30]([S:33](=[O:34])(=[O:35])[Cl:36])[cH:31][cH:32]1.[CH3:7][N:8]([c:9]1[c:10]2[c:11]([n:12][cH:13][n:14]1)[nH:15][cH:16][cH:17]2)[CH:18]1[CH2:19][NH:20][CH2:21][CH2:22][CH:23]1[CH3:24].[Cl:37][CH2:38][Cl:39].[cH:1]1[cH:2][cH:3][n:4][cH:5][cH:6]1>>[CH3:7][N:8]([c:9]1[c:10]2[c:11]([n:12][cH:13][n:14]1)[nH:15][cH:16][cH:17]2)[CH:18]1[CH2:19][N:20]([S:33]([c:30]2[cH:29][cH:28][c:27]([O:26][CH3:25])[cH:32][cH:31]2)(=[O:34])=[O:35])[CH2:21][CH2:22][CH:23]1[CH3:24]. Starting materials: O1COC=2C1=CC=1C(NC=NC1C2)=O (7H-[1,3]dioxolo[4,5-g]quinazolin-8-one), P(Cl)(Cl)(Cl)(Cl)Cl (phosphorus pentachloride). Solvent: P(=O)(Cl)(Cl)Cl (phosphorus oxychloride). Yields the product ClC1=NC=NC=2C=C3C(=CC12)OCO3 (8-chloro-[1,3]dioxolo[4,5-g]quinazoline). Isolated yield 69.0%. RXN SMILES: [O:1]1[C:5]2=[CH:6][C:7]3[C:8](=O)[NH:9][CH:10]=[N:11][C:12]=3[CH:13]=[C:4]2[O:3][CH2:2]1.P(Cl)(Cl)(Cl)(Cl)[Cl:16]>P(Cl)(Cl)(Cl)=O>[Cl:16][C:8]1[C:7]2[CH:6]=[C:5]3[O:1][CH2:2][O:3][C:4]3=[CH:13][C:12]=2[N:11]=[CH:10][N:9]=1. Reported procedure: A mixture of 7H-[1,3]dioxolo[4,5-g]quinazolin-8-one (0.550 g, 2.78 mmol) and phosphorus pentachloride (0.800 g, 3.84 mmol) in 3 mL phosphorus oxychloride was heated to a gentle reflux for 2.5 hours. Solvent was removed in vacuo, and azeotroped with toluene. Residue was dissolved in ethyl acetate and washed with 5% sodium bicarbonate solution and then filtered, and then solvent was removed in vacuo to give 8-chloro-[1,3]dioxolo[4,5-g]quinazoline (0.400 g, 74%). Reactants: ClC1=NC=C(C=C1)[N+](=O)[O-] (2-chloro-5-nitropyridine), N1(CCNCC1)C1=NC=CC=N1 (2-piperazin-1-yl-pyrimidine), C(C)(C)N(CC)C(C)C (diisopropylethylamine). Run in CN(C)C=O (DMF). Run at temperature 80 celsius. The product is [N+](=O)([O-])C=1C=CC(=NC1)N1CCN(CC1)C1=NC=CC=N1 (2-[4-(5-nitro-pyridin-2-yl)-piperazin-1-yl]-pyrimidine). RXN SMILES: Cl[C:2]1[CH:7]=[CH:6][C:5]([N+:8]([O-:10])=[O:9])=[CH:4][N:3]=1.[N:11]1([C:17]2[N:22]=[CH:21][CH:20]=[CH:19][N:18]=2)[CH2:16][CH2:15][NH:14][CH2:13][CH2:12]1.C(N(C(C)C)CC)(C)C>CN(C=O)C>[N+:8]([C:5]1[CH:6]=[CH:7][C:2]([N:14]2[CH2:15][CH2:16][N:11]([C:17]3[N:18]=[CH:19][CH:20]=[CH:21][N:22]=3)[CH2:12][CH2:13]2)=[N:3][CH:4]=1)([O-:10])=[O:9]. Procedure: To a mixture of 2-chloro-5-nitropyridine (500 mg, 3.2 mmol) and 2-piperazin-1-yl-pyrimidine (520 mg, 3.2 mmol) in DMF (15 mL) was added diisopropylethylamine (2.70 mL, 15.5 mmol). The mixture was heated in a sealed tube at 80° C. for 24 hours. The mixture was concentrated to dryness and triturated in methanol to give 2-[4-(5-nitro-pyridin-2-yl)-piperazin-1-yl]-pyrimidine. The NMR spectrum on this sample is compatible with its structure. The reactants are ClCC#N (chloroacetonitrile), C[O-].[Na+] (sodium methoxide), CS(=O)(=O)O (Methanesulfonic acid), NC=1C=C(C#N)C=CC1NCC(NC1CCCCC1)=O (3-amino4-(cyclohexylcarbamoylmethylamino)benzonitrile). The solvent is CO (methanol), O (water). Reaction conditions: time 40 minute. Product: ClCC1=NC2=C(N1CC(NC1CCCCC1)=O)C=CC(=C2)C#N (2-Chloromethyl-1-(cyclohexylcarbamoylmethyl)-5-cyanobenzimidazole). As a reaction SMILES: [Cl:1][CH2:2][C:3]#[N:4].C[O-].[Na+].CS(O)(=O)=O.N[C:14]1[CH:15]=[C:16]([CH:19]=[CH:20][C:21]=1[NH:22][CH2:23][C:24](=[O:32])[NH:25][CH:26]1[CH2:31][CH2:30][CH2:29][CH2:28][CH2:27]1)[C:17]#[N:18]>CO.O>[Cl:1][CH2:2][C:3]1[N:22]([CH2:23][C:24](=[O:32])[NH:25][CH:26]2[CH2:27][CH2:28][CH2:29][CH2:30][CH2:31]2)[C:21]2[CH:20]=[CH:19][C:16]([C:17]#[N:18])=[CH:15][C:14]=2[N:4]=1 |f:1.2|. Reported procedure: To a solution of chloroacetonitrile (3.9 ml) in methanol (166 ml) was added sodium methoxide (3.29 g), and the mixture was stirred at room temperature for 40 min under a nitrogen atmosphere. Methanesulfonic acid (7.91 ml) and 3-amino4-(cyclohexylcarbamoylmethylamino)benzonitrile (8.3 g) were added, and the mixture was stirred for 3 hours. After completion of the reaction, water (166 ml) was added and the precipitated solid was collected by filtration, and washed with a small amount of water. The... The reactants are [N+](=O)([O-])C1=CC(=C(C(=O)OC)C=C1)C=C (methyl 4-nitro-2-vinylbenzoate). Solvent: CO (methanol). Product: NC1=CC(=C(C(=O)OC)C=C1)CC (methyl 4-amino-2-ethylbenzoate). Isolated yield 18.5%. Reaction SMILES: [N+:1]([C:4]1[CH:13]=[CH:12][C:7]([C:8]([O:10][CH3:11])=[O:9])=[C:6]([CH:14]=[CH2:15])[CH:5]=1)([O-])=O>CO>[NH2:1][C:4]1[CH:13]=[CH:12][C:7]([C:8]([O:10][CH3:11])=[O:9])=[C:6]([CH2:14][CH3:15])[CH:5]=1. Procedure: 15.0 g (72.3 mmol) of methyl 4-nitro-2-vinylbenzoate in 150 ml of methanol were hydrogenated in an autoclave at 5 bar for 15 hours. The solution was filtered through kieselguhr, the solvent was distilled off under reduced pressure, and the residue was chromatographed using silica gel with cyclohexane/ethyl acetate (ratio 3:1) as the eluent. 2.4 g (24% of theory) of methyl 4-amino-2-ethylbenzoate were obtained.